The task is: describe an organic reaction: reactants, conditions, products, and yield. This data is from the Open Reaction Database (ORD), a public repository of structured organic reaction records. Reactants: CN1CCCC(CO)C1, Cl, CC(C)COc1cccc2[nH]c(C(=O)NC3CCNCC3)cc12. Product: CC(C)COc1cccc2[nH]c(C(=O)NC3CCN(CC4CCCN(C)C4)CC3)cc12. Reaction SMILES: [CH3:25][N:26]1[CH2:27][CH:28]([CH2:32][OH:33])[CH2:29][CH2:30][CH2:31]1.[ClH:1].[NH:2]1[CH2:3][CH2:4][CH:5]([NH:8][C:9](=[O:10])[c:11]2[nH:12][c:13]3[cH:14][cH:15][cH:16][c:17]([O:20][CH2:21][CH:22]([CH3:23])[CH3:24])[c:18]3[cH:19]2)[CH2:6][CH2:7]1>>[N:2]1([CH2:32][CH:28]2[CH2:27][N:26]([CH3:25])[CH2:31][CH2:30][CH2:29]2)[CH2:3][CH2:4][CH:5]([NH:8][C:9](=[O:10])[c:11]2[nH:12][c:13]3[cH:14][cH:15][cH:16][c:17]([O:20][CH2:21][CH:22]([CH3:23])[CH3:24])[c:18]3[cH:19]2)[CH2:6][CH2:7]1.